This data is from the Open Reaction Database (ORD), a public repository of structured organic reaction records. The task is: describe an organic reaction: reactants, conditions, products, and yield Starting materials: BrC=1C=NC=CC1C(=O)N1CCCC2=CC=CC=C12 ((3-bromo-pyridin-4-yl)-(3,4-dihydro-2H-quinolin-1-yl)-methanone), ClC1=C(C=C(C=C1)Cl)O (2,5-dichloro-phenol), C([O-])([O-])=O.[K+].[K+] (potassium carbonate). Reagents/catalysts: [Cu]I (copper(I) iodide). Run in CC(=O)N(C)C (DMAc). Run at temperature 180 celsius. Product: ClC1=C(OC=2C=NC=CC2C(=O)N2CCCC3=CC=CC=C23)C=C(C=C1)Cl ([3-(2,5-Dichloro-phenoxy)-pyridin-4-yl]-(3,4-dihydro-2H-quinolin-1-yl)-methanone). Isolated yield 9.6%. As a reaction SMILES: Br[C:2]1[CH:3]=[N:4][CH:5]=[CH:6][C:7]=1[C:8]([N:10]1[C:19]2[C:14](=[CH:15][CH:16]=[CH:17][CH:18]=2)[CH2:13][CH2:12][CH2:11]1)=[O:9].[Cl:20][C:21]1[CH:26]=[CH:25][C:24]([Cl:27])=[CH:23][C:22]=1[OH:28].C(=O)([O-])[O-].[K+].[K+]>CC(N(C)C)=O.[Cu]I>[Cl:20][C:21]1[CH:26]=[CH:25][C:24]([Cl:27])=[CH:23][C:22]=1[O:28][C:2]1[CH:3]=[N:4][CH:5]=[CH:6][C:7]=1[C:8]([N:10]1[C:19]2[C:14](=[CH:15][CH:16]=[CH:17][CH:18]=2)[CH2:13][CH2:12][CH2:11]1)=[O:9] |f:2.3.4|. Procedure: To a solution of (3-bromo-pyridin-4-yl)-(3,4-dihydro-2H-quinolin-1-yl)-methanone (41.2 mg, 0.13 mmol, 1.0 equiv) and 2,5-dichloro-phenol (21.2 mg, 0.13 mmol, 1.0 equiv; [CAS RN 583-78-8]) in DMAc (1 mL) was added potassium carbonate (35.9 mg, 0.26 mmol, 2.0 equiv; [CAS RN 584-08-7]) and copper(I) iodide (5.0 mg, 0.026 mmol, 0.2 equiv; [CAS RN 7681-65-4]). The reaction mixture was heated by microwave irradiation to 180° C. for 8 h. Purification by preparative HPLC on reversed phase (Xterra® PrepM... Reported procedure: 4-[(5-bromo-2-chloro-phenyl)methyl]phenol 7c (14.5 g, 48.7 mmol, prepared according to the method in WO2009026537) was dissolved in 300 mL DMF, followed by addition of cesium carbonate (31.7 g, 97.5 mmol). The reaction mixture was stirred for 10 minutes. The reaction mixture was stirred for 8 hours at 80° C. after 2,2,2-trifluoroethyl-4-methylbenzenesulfonate 7b (12.4 g, 48.7 mmol) was added. Thereafter, the reaction mixture was filtered and washed with a small amount of ethyl acetate before the... Run at time 10 minute. Reactants: BrC=1C=CC(=C(C1)CC1=CC=C(C=C1)O)Cl (4-[(5-bromo-2-chloro-phenyl)methyl]phenol), C([O-])([O-])=O.[Cs+].[Cs+] (cesium carbonate), CC1=CC=C(C=C1)S(=O)(=O)OCC(F)(F)F (2,2,2-trifluoroethyl 4-methylbenzenesulfonate). As a reaction SMILES: [Br:1][C:2]1[CH:3]=[CH:4][C:5]([Cl:16])=[C:6]([CH2:8][C:9]2[CH:14]=[CH:13][C:12]([OH:15])=[CH:11][CH:10]=2)[CH:7]=1.C(=O)([O-])[O-].[Cs+].[Cs+].CC1C=CC(S(O[CH2:34][C:35]([F:38])([F:37])[F:36])(=O)=O)=CC=1>CN(C=O)C>[Br:1][C:2]1[CH:3]=[CH:4][C:5]([Cl:16])=[C:6]([CH2:8][C:9]2[CH:14]=[CH:13][C:12]([O:15][CH2:34][C:35]([F:38])([F:37])[F:36])=[CH:11][CH:10]=2)[CH:7]=1 |f:1.2.3|. Run in CN(C)C=O (DMF). Yields the product BrC1=CC(=C(C=C1)Cl)CC1=CC=C(C=C1)OCC(F)(F)F (4-bromo-1-chloro-2-[[4-(2,2,2-trifluoroethoxy)phenyl]methyl]benzene). Starting materials: FC(C(=O)O)(F)F (trifluoroacetic acid), C(#N)C1CN(C1)C([C@@H](C)NC(=O)C1=CN(C2=NC=C(N=C21)C2=NN(C=1CCC(CC21)(C)C)C)COCC[Si](C)(C)C)=O (5-(2-trimethylsilanyl-ethoxymethyl)-2-(1,5,5-trimethyl-4,5,6,7-tetrahydro-1H-indazol-3-yl)-5H-pyrrolo[2,3-b]pyrazine-7-carboxylic acid [(R)-2-(3-cyano-azetidin-1-yl)-1-methyl-2-oxo-ethyl]-amide), C(CN)N (ethylenediamine). The solvent is ClCCl (dichloromethane). Run at time 2.5 hour. The product is C(#N)C1CN(C1)C([C@@H](C)NC(=O)C1=CNC2=NC=C(N=C21)C2=NN(C=1CCC(CC21)(C)C)C)=O (2-(1,5,5-Trimethyl-4,5,6,7-tetrahydro-1H-indazol-3-yl)-5H-pyrrolo[2,3-b]pyrazine-7-carboxylic acid [(R)-2-(3-cyano-azetidin-1-yl)-1-methyl-2-oxo-ethyl]-amide). Yield: 53.7%. As a reaction SMILES: [C:1]([CH:3]1[CH2:6][N:5]([C:7](=[O:42])[C@H:8]([NH:10][C:11]([C:13]2[C:21]3[C:16](=[N:17][CH:18]=[C:19]([C:22]4[C:30]5[CH2:29][C:28]([CH3:32])([CH3:31])[CH2:27][CH2:26][C:25]=5[N:24]([CH3:33])[N:23]=4)[N:20]=3)[N:15](COCC[Si](C)(C)C)[CH:14]=2)=[O:12])[CH3:9])[CH2:4]1)#[N:2].FC(F)(F)C(O)=O.C(N)CN>ClCCl>[C:1]([CH:3]1[CH2:4][N:5]([C:7](=[O:42])[C@H:8]([NH:10][C:11]([C:13]2[C:21]3[C:16](=[N:17][CH:18]=[C:19]([C:22]4[C:30]5[CH2:29][C:28]([CH3:31])([CH3:32])[CH2:27][CH2:26][C:25]=5[N:24]([CH3:33])[N:23]=4)[N:20]=3)[NH:15][CH:14]=2)=[O:12])[CH3:9])[CH2:6]1)#[N:2]. Reported procedure: In a round-bottomed flask, 5-(2-trimethylsilanyl-ethoxymethyl)-2-(1,5,5-trimethyl-4,5,6,7-tetrahydro-1H-indazol-3-yl)-5H-pyrrolo[2,3-b]pyrazine-7-carboxylic acid [(R)-2-(3-cyano-azetidin-1-yl)-1-methyl-2-oxo-ethyl]-amide (112 mg, 0.19 mmol) was dissolved in dichloromethane (0.9 ml) and trifluoroacetic acid (0.6 ml, 7.5 mmol) was added. The yellow solution was stirred at room temperature for 2.5 h then concentrated. The residue was redissolved in dichloromethane (0.9 ml) and ethylenediamine (0.8 ... Solvent: C1=CC=CC=C1 (benzene). Product: CNC(=O)ON=C1CCOC2=C1C=CC=C2 (2,3-Dihydro-4H-1-benzopyran-4-one O-(Methylcarbamoyl) oxime). As a reaction SMILES: [O:1]1[C:10]2[C:5](=[CH:6][CH:7]=[CH:8][CH:9]=2)[C:4](=[N:11][OH:12])[CH2:3][CH2:2]1.O.[CH3:14][N:15]=[C:16]=[O:17]>C1C=CC=CC=1>[CH3:14][NH:15][C:16]([O:12][N:11]=[C:4]1[C:5]2[CH:6]=[CH:7][CH:8]=[CH:9][C:10]=2[O:1][CH2:2][CH2:3]1)=[O:17]. Starting materials: O1CCC(C2=CC=CC=C12)=NO (4-chromanone oxime), O (water), CN=C=O (methyl isocyanate). Reported procedure: A 60 g (0.37 mole) portion of 4-chromanone oxime in 770 ml of benzene was refluxed until all water was removed via a Dean-Stark trap, 0.5 hrs. The solution was cooled to 25-30°, treated with 0.5 ml of triethylamine followed by the dropwise addition of 20 ml (0.33 mole) of methyl isocyanate at less than 70°. The reaction mixture was refluxed for 3 hrs., stored at room temperature overnight, filtered, and stripped of benzene under reduced pressure. The residue was treated with 200 ml of ether, coo... Reaction conditions: time 8 hour. Starting materials: Cc1cc(Br)sc1C1CCN(C(=O)OC(C)(C)C)CC1, CCOC(C)=O, COc1ccc(-n2nnnc2-c2cc(B3OC(C)(C)C(C)(C)O3)cnc2N)c(F)c1F, [Na+], O=C([O-])O, CN(C)C=O. Product: COc1ccc(-n2nnnc2-c2cc(-c3cc(C)c(C4CCN(C(=O)OC(C)(C)C)CC4)s3)cnc2N)c(F)c1F. RXN SMILES: [Br:32][c:33]1[cH:34][c:35]([CH3:51])[c:36]([CH:38]2[CH2:39][CH2:40][N:41]([C:44](=[O:45])[O:46][C:47]([CH3:48])([CH3:49])[CH3:50])[CH2:42][CH2:43]2)[s:37]1.[CH3:62][CH2:63][O:64][C:65]([CH3:66])=[O:67].[F:1][c:2]1[c:3](-[n:11]2[n:12][n:13][n:14][c:15]2-[c:16]2[c:17]([NH2:31])[n:18][cH:19][c:20]([B:22]3[O:23][C:24]([CH3:25])([CH3:26])[C:27]([CH3:28])([CH3:29])[O:30]3)[cH:21]2)[cH:4][cH:5][c:6]([O:9][CH3:10])[c:7]1[F:8].[Na+:56].[O-:52][C:53]([OH:54])=[O:55].[O:57]=[CH:58][N:59]([CH3:60])[CH3:61]>>[F:1][c:2]1[c:3](-[n:11]2[n:12][n:13][n:14][c:15]2-[c:16]2[c:17]([NH2:31])[n:18][cH:19][c:20](-[c:33]3[cH:34][c:35]([CH3:51])[c:36]([CH:38]4[CH2:39][CH2:40][N:41]([C:44](=[O:45])[O:46][C:47]([CH3:48])([CH3:49])[CH3:50])[CH2:42][CH2:43]4)[s:37]3)[cH:21]2)[cH:4][cH:5][c:6]([O:9][CH3:10])[c:7]1[F:8].